Dataset: the Open Reaction Database (ORD), a public repository of structured organic reaction records. Task: describe an organic reaction: reactants, conditions, products, and yield Procedure details: 3-Biphenyl-4-yl-(2S)-[(3-bromo-benzoyl-amino)-propionic acid (100 mg, 0.23 mmol) was reacted with 4-methanesulfonyl-phenyl boronic acid (0.141 mg, 0.69 mmol) by following general procedure D yielding the title compound (102 mg, 87%) as a light yellow solid. The reactants are BrC=1C=CC(=C(C(=O)N[C@H](C(=O)O)CC2=CC=C(C=C2)C2=C(C=CC=C2)OC2=CC=C(C=C2)C(F)(F)F)C1)OCCCCCCC ((2S)-(5-Bromo-2-heptyloxy-benzoylamino)-3-[2′-(4-trifluoromethyl-phenoxy)-biphenyl-4-yl]-propionic acid), CS(=O)(=O)C1=CC=C(C=C1)B(O)O (4-methanesulfonyl-phenyl boronic acid). Yields the product C1(=CC=C(C=C1)C[C@@H](C(=O)O)NC(=O)C=1C=C(C=CC1)C1=CC=C(C=C1)S(=O)(=O)C)C1=CC=CC=C1 (3-Biphenyl-4-yl-(2S)-[(4′-methane-sulfonyl-biphenyl-3-carbonyl)-amino]-propionic acid). Reaction SMILES: Br[C:2]1[CH:3]=[CH:4][C:5](OCCCCCCC)=[C:6]([CH:38]=1)[C:7]([NH:9][C@@H:10]([CH2:14][C:15]1[CH:20]=[CH:19][C:18]([C:21]2[CH:26]=[CH:25][CH:24]=[CH:23][C:22]=2OC2C=CC(C(F)(F)F)=CC=2)=[CH:17][CH:16]=1)[C:11]([OH:13])=[O:12])=[O:8].[CH3:47][S:48]([C:51]1[CH:56]=[CH:55][C:54](B(O)O)=[CH:53][CH:52]=1)(=[O:50])=[O:49]>>[C:18]1([C:21]2[CH:22]=[CH:23][CH:24]=[CH:25][CH:26]=2)[CH:19]=[CH:20][C:15]([CH2:14][C@H:10]([NH:9][C:7]([C:6]2[CH:38]=[C:2]([C:54]3[CH:55]=[CH:56][C:51]([S:48]([CH3:47])(=[O:50])=[O:49])=[CH:52][CH:53]=3)[CH:3]=[CH:4][CH:5]=2)=[O:8])[C:11]([OH:13])=[O:12])=[CH:16][CH:17]=1. The yield is 88.8%. Reactants: [Cl-].C1(CCCCCCC1)[NH2+]CCCl (N-cyclooctyl-N-(2-chloroethyl)ammonium chloride), CC1=C(C=CC(=C1)[N+](=O)[O-])N=C=S (2-methyl-4-nitrophenyl isothiocyanate). The product is CC1=C(C=CC(=C1)[N+](=O)[O-])N=C1SCCN1C1CCCCCCC1 (2-(2-methyl-4-nitrophenylimino)-3-cyclooctyl-1,3-thiazolidine). RXN SMILES: [Cl-].[CH:2]1([NH2+:10][CH2:11][CH2:12]Cl)[CH2:9][CH2:8][CH2:7][CH2:6][CH2:5][CH2:4][CH2:3]1.[CH3:14][C:15]1[CH:20]=[C:19]([N+:21]([O-:23])=[O:22])[CH:18]=[CH:17][C:16]=1[N:24]=[C:25]=[S:26]>>[CH3:14][C:15]1[CH:20]=[C:19]([N+:21]([O-:23])=[O:22])[CH:18]=[CH:17][C:16]=1[N:24]=[C:25]1[N:10]([CH:2]2[CH2:9][CH2:8][CH2:7][CH2:6][CH2:5][CH2:4][CH2:3]2)[CH2:11][CH2:12][S:26]1 |f:0.1|. Procedure details: 2-Hydroxyethylamine was reacted with cyclooctyl bromide according to Method B2a to give N-cyclooctyl-N-(2-hydroxyethyl)amine. The alcohol was reacted with SOCl2 according to Method B7c to give N-cyclooctyl-N-(2-chloroethyl)ammonium chloride. The chloroethylamine was reacted with 2-methyl-4-nitrophenyl isothiocyanate to give 2-(2-methyl-4-nitrophenylimino)-3-cyclooctyl-1,3-thiazolidine. Starting materials: S(O)(O)(=O)=O (sulfuric acid), [Mn](=O)(=O)(=O)[O-].[K+] (potassium permanganate), diastereoisomeric mixture, FC1=C(C=CC=C1)C1=CC=C(C=C1)C(C)S(=O)CC(=O)O ([1-(2'-fluoro-4-biphenylyl)-ethylsulfinyl]-acetic acid). The solvent is O (water), CC(=O)C (acetone). Product: FC1=C(C=CC=C1)C1=CC=C(C=C1)C(C)S(=O)(=O)CC(=O)O ([1-(2'-Fluoro-4-biphenylyl)-ethylsulfonyl]-acetic acid). Reaction SMILES: [F:1][C:2]1[CH:7]=[CH:6][CH:5]=[CH:4][C:3]=1[C:8]1[CH:13]=[CH:12][C:11]([CH:14]([S:16]([CH2:18][C:19]([OH:21])=[O:20])=[O:17])[CH3:15])=[CH:10][CH:9]=1.S(=O)(=O)(O)[OH:23].[Mn]([O-])(=O)(=O)=O.[K+]>CC(C)=O.O>[F:1][C:2]1[CH:7]=[CH:6][CH:5]=[CH:4][C:3]=1[C:8]1[CH:13]=[CH:12][C:11]([CH:14]([S:16]([CH2:18][C:19]([OH:21])=[O:20])(=[O:23])=[O:17])[CH3:15])=[CH:10][CH:9]=1 |f:2.3|. Procedure: 170 gm (0.556 mol) of a diastereoisomeric mixture of [1-(2'-fluoro-4-biphenylyl)-ethylsulfinyl]-acetic acid were dissolved in 1.7 liters of acetone, and a solution of 19.9 gm (0.195 mol) of concentrated sulfuric acid in 70 ml of water was added. While stirring, 67.2 gm (0.425 mol) of potassium permanganate were added in small portions, and the temperature was maintained at 20°-25° C. The mixture was stirred for 1 hour, the manganese dioxide was suction-filtered off, the filter cake was washed wi... Reactants: C(C)(=O)O[BH-](OC(C)=O)OC(C)=O (triacetoxy borohydride), C1(CC1)CN(C1=CC(=NC=N1)C(=O)NC1=C(C=C(C=C1)C=O)C)CCC (6-((cyclopropylmethyl)(propyl)amino)-N-(4-formyl-2-methylphenyl)pyrimidine-4-carboxamide), C1(CC1)CN(C1=CC(=NC=N1)C(=O)NC1=C(C=C(C=C1)C=O)C)CCC (6-((cyclopropylmethyl)(propyl)amino)-N-(4-formyl-2-methylphenyl)pyrimidine-4-carboxamide), N1CCOCC1 (morpholine). Run at time 15 hour. RXN SMILES: [CH:1]1([CH2:4][N:5]([CH2:24][CH2:25][CH3:26])[C:6]2[N:11]=[CH:10][N:9]=[C:8]([C:12]([NH:14][C:15]3[CH:20]=[CH:19][C:18]([CH:21]=O)=[CH:17][C:16]=3[CH3:23])=[O:13])[CH:7]=2)[CH2:3][CH2:2]1.[NH:27]1[CH2:32][CH2:31][O:30][CH2:29][CH2:28]1.C(O[BH-](OC(=O)C)OC(=O)C)(=O)C>C(Cl)Cl>[CH:1]1([CH2:4][N:5]([CH2:24][CH2:25][CH3:26])[C:6]2[N:11]=[CH:10][N:9]=[C:8]([C:12]([NH:14][C:15]3[CH:20]=[CH:19][C:18]([CH2:21][N:27]4[CH2:32][CH2:31][O:30][CH2:29][CH2:28]4)=[CH:17][C:16]=3[CH3:23])=[O:13])[CH:7]=2)[CH2:3][CH2:2]1. Reported procedure: A solution of 6-((cyclopropylmethyl)(propyl)amino)-N-(4-formyl-2-methylphenyl)pyrimidine-4-carboxamide (Intermediate 29, 80 mg; 0.23 mmol) in DCM was treated with morpholine (40 mL; 0.46 mmol) followed by polymer supported triacetoxy borohydride (150 mg). After stirring for 15 hours the mixture was filtered and washed with water. The organic fraction was passed through a hydrophobic fit and the solvent removed in vacuo. The residue was purified by column chromatography (silica) eluting with petr... Yields the product C1(CC1)CN(C1=CC(=NC=N1)C(=O)NC1=C(C=C(C=C1)CN1CCOCC1)C)CCC (6-[(cyclopropylmethyl)(propyl)amino]-N-[2-methyl-4-(morpholin-4-ylmethyl)phenyl]pyrimidine-4-carboxamide). The solvent is C(Cl)Cl (DCM). Yield: 92.4%. Starting materials: O1C=CC2=C1CNCC2O (4,5,6,7-tetrahydrofuro[2,3-c]pyridin-4-ol), ClC=1C=C(C=CC1Cl)F (3,4-dichloro-1-fluorobenzene). Yields the product Cl.ClC=1C=C(C=CC1Cl)OC1C2=C(CNC1)OC=C2 (4-(3,4-Dichlorophenyloxy)-4,5,6,7-tetrahydrofuro[2,3-c]pyridine hydrochloride). Reaction SMILES: [O:1]1[C:5]2[CH2:6][NH:7][CH2:8][CH:9]([OH:10])[C:4]=2[CH:3]=[CH:2]1.[Cl:11][C:12]1[CH:13]=[C:14](F)[CH:15]=[CH:16][C:17]=1[Cl:18]>>[ClH:11].[Cl:11][C:12]1[CH:13]=[C:14]([O:10][CH:9]2[CH2:8][NH:7][CH2:6][C:5]3[O:1][CH:2]=[CH:3][C:4]2=3)[CH:15]=[CH:16][C:17]=1[Cl:18] |f:2.3|. Procedure details: The same method as in Example 3 was conducted using 4,5,6,7-tetrahydrofuro[2,3-c]pyridin-4-ol (Reference Example 4) instead of 6-methyl-4,5,6,7-tetrahydrothieno[2,3-c]pyridin-4-ol (Reference Example 6) and was conducted using 3,4-dichloro-1-fluorobenzene instead of 1,3-difluorobenzene to give the objective compound. Reactants: CC(C)(O)C(=O)Nc1c[nH]c2ncc(Br)c(F)c12, CCCCO, CCN(C(C)C)C(C)C, CC(C)(C)OC(=O)NC1CCCNC1, O. The product is CC(C)(C)OC(=O)NC1CCCN(c2c(Br)cnc3[nH]cc(NC(=O)C(C)(C)O)c23)C1. As a reaction SMILES: [Br:24][c:25]1[c:26]([F:41])[c:27]2[c:28]([n:29][cH:30]1)[nH:31][cH:32][c:33]2[NH:34][C:35]([C:36]([CH3:37])([CH3:38])[OH:39])=[O:40].[CH2:42]([OH:43])[CH2:44][CH2:45][CH3:46].[CH:15]([N:16]([CH2:17][CH3:18])[CH:19]([CH3:20])[CH3:21])([CH3:22])[CH3:23].[NH:1]1[CH2:2][CH:3]([NH:7][C:8]([O:9][C:10]([CH3:11])([CH3:12])[CH3:13])=[O:14])[CH2:4][CH2:5][CH2:6]1.[OH2:47]>>[N:1]1([c:26]2[c:25]([Br:24])[cH:30][n:29][c:28]3[c:27]2[c:33]([NH:34][C:35]([C:36]([CH3:37])([CH3:38])[OH:39])=[O:40])[cH:32][nH:31]3)[CH2:2][CH:3]([NH:7][C:8]([O:9][C:10]([CH3:11])([CH3:12])[CH3:13])=[O:14])[CH2:4][CH2:5][CH2:6]1.